describe an organic reaction: reactants, conditions, products, and yield From a dataset of the Open Reaction Database (ORD), a public repository of structured organic reaction records. The reactants are ClC=1C(=NC=C(C1)\C=C\C(=O)OCC)N[C@H]1CN(CC1)C(=O)OC(C)(C)C (tert-butyl (3R)-3-({3-chloro-5-[(1E)-3-ethoxy-3-oxo-1-propen-1-yl]-2-pyridinyl}amino)-1-pyrrolidinecarboxylate), Cl (hydrogen chloride). Solvent: O1CCOCC1 (dioxane), CCO (EtOH). Reaction conditions: time 4 hour. The product is Cl.Cl.ClC=1C=C(C=NC1N[C@H]1CNCC1)/C=C/C(=O)OCC (ethyl (2E)-3-{5-chloro-6-[(3R)-3-pyrrolidinylamino]-3-pyridinyl}acrylate dihydrochloride). Reaction SMILES: [Cl:1][C:2]1[C:3]([NH:15][C@@H:16]2[CH2:20][CH2:19][N:18](C(OC(C)(C)C)=O)[CH2:17]2)=[N:4][CH:5]=[C:6](/[CH:8]=[CH:9]/[C:10]([O:12][CH2:13][CH3:14])=[O:11])[CH:7]=1.[ClH:28]>O1CCOCC1.CCO>[ClH:1].[ClH:28].[Cl:1][C:2]1[CH:7]=[C:6](/[CH:8]=[CH:9]/[C:10]([O:12][CH2:13][CH3:14])=[O:11])[CH:5]=[N:4][C:3]=1[NH:15][C@@H:16]1[CH2:20][CH2:19][NH:18][CH2:17]1 |f:4.5.6|. Procedure details: A mixture of tert-butyl (3R)-3-({3-chloro-5-[(1E)-3-ethoxy-3-oxo-1-propen-1-yl]-2-pyridinyl}amino)-1-pyrrolidinecarboxylate (0.98 g) and 4N hydrogen chloride in dioxane solution (5 ml) in EtOH (10 ml) was stirred at ambient temperature for 4 hours. The reaction mixture was evaporated in vacuo and the residue was triturated with hexane was collected by filtration to give ethyl (2E)-3-{5-chloro-6-[(3R)-3-pyrrolidinylamino]-3-pyridinyl}acrylate dihydrochloride (0.9 g).ethyl (2E)-3-{5-chloro-6-[(3R)... Reactants: C1CCOC1, CC1CCNCC1, O=[N+]([O-])c1cnc(Cl)nc1Cl. Yields the product CC1CCN(c2nc(Cl)ncc2[N+](=O)[O-])CC1. RXN SMILES: [CH2:19]1[O:20][CH2:21][CH2:22][CH2:23]1.[CH3:12][CH:13]1[CH2:14][CH2:15][NH:16][CH2:17][CH2:18]1.[Cl:1][c:2]1[n:3][cH:4][c:5]([N+:9](=[O:10])[O-:11])[c:6]([Cl:8])[n:7]1>>[Cl:1][c:2]1[n:3][cH:4][c:5]([N+:9](=[O:10])[O-:11])[c:6]([N:16]2[CH2:15][CH2:14][CH:13]([CH3:12])[CH2:18][CH2:17]2)[n:7]1. Reactants: BrCCCCCCCCCCCOC1=C(C=CC=C1)C ((11-bromoundecyl)tolylether), [N-]=[N+]=[N-].[Na+] (Sodium azide). Solvent: C(C)#N (acetonitrile), C1CCOC1 (THF), C(C)(=O)OCC (ethyl acetate). Run at time 1 hour. The product is NCCCCCCCCCCCOC1=C(C=CC=C1)C ((11-aminoundecyl)tolylether). As a reaction SMILES: Br[CH2:2][CH2:3][CH2:4][CH2:5][CH2:6][CH2:7][CH2:8][CH2:9][CH2:10][CH2:11][CH2:12][O:13][C:14]1[CH:19]=[CH:18][CH:17]=[CH:16][C:15]=1[CH3:20].[N-:21]=[N+]=[N-].[Na+]>C(#N)C.C1COCC1.C(OCC)(=O)C>[NH2:21][CH2:2][CH2:3][CH2:4][CH2:5][CH2:6][CH2:7][CH2:8][CH2:9][CH2:10][CH2:11][CH2:12][O:13][C:14]1[CH:19]=[CH:18][CH:17]=[CH:16][C:15]=1[CH3:20] |f:1.2|. Reported procedure: The compound 22 (0.506 g) was dissolved in 50 ml of acetonitrile. Sodium azide (0.395 g) was then added to that, and 29-hour reaction was carried out by refluxing, followed by 95-hour reaction at room temperature. After the resultant was cooled down to room temperature, the solid components were removed by filtration. The solvent of the filtrate was then distilled away under reduced pressure, and 0.313 g of a transparent, viscous liquid was obtained. This liquid was dissolved in 15 ml of THF dis... Reaction SMILES: [C:1]1([NH:7][C:8]([NH:10][C:11](=[O:18])[C:12]2[CH:17]=[CH:16][CH:15]=[CH:14][CH:13]=2)=[S:9])[CH:6]=[CH:5][CH:4]=[CH:3][CH:2]=1.[C:19](=O)([O-])[O-].[K+].[K+].CI>CC(C)=O>[C:1]1([NH:7][C:8](=[N:10][C:11](=[O:18])[C:12]2[CH:13]=[CH:14][CH:15]=[CH:16][CH:17]=2)[S:9][CH3:19])[CH:2]=[CH:3][CH:4]=[CH:5][CH:6]=1 |f:1.2.3|. Product: C1(=CC=CC=C1)NC(SC)=NC(C1=CC=CC=C1)=O (N-phenyl-N'-benzoyl-S-methylisothiourea). Reactants: C1(=CC=CC=C1)NC(=S)NC(C1=CC=CC=C1)=O (N-phenyl-N'-benzoyl-thiourea), C([O-])([O-])=O.[K+].[K+] (potassium carbonate), CI (methyliodide). Solvent: CC(=O)C (acetone). Reported procedure: 12.8 g (0.05 M) of N-phenyl-N'-benzoyl-thiourea, 5.3 g (0.038M) of potassium carbonate, 4.7 ml (0.075 M) of methyliodide and 200 ml of acetone are boiled in a reflux and constantly mixed for five hours. After cooling the sediment is filtered. The filtrate is washed with 150 ml of water. The separated sediment is ground and filtered. 12.4 g (93.3% of the theoretical yield) of N-phenyl-N'-benzoyl-S-methylisothiourea with a melting point of 78°-94° are obtained. After recrystallization twice from e... The reactants are NC1=CC(=C(C#N)C=C1[N+](=O)[O-])F (4-amino-2-fluoro-5-nitrobenzonitrile). The reagents and catalysts are O=[Pt]=O (PtO2). Solvent: CO (methanol). The product is NC1=CC(=C(C#N)C=C1N)F (4,5-diamino-2-fluorobenzonitrile). The yield is 100.0%. As a reaction SMILES: [NH2:1][C:2]1[C:9]([N+:10]([O-])=O)=[CH:8][C:5]([C:6]#[N:7])=[C:4]([F:13])[CH:3]=1>O=[Pt]=O.CO>[NH2:1][C:2]1[C:9]([NH2:10])=[CH:8][C:5]([C:6]#[N:7])=[C:4]([F:13])[CH:3]=1. Reported procedure: A mixture comprising 2,4-difluoro-5-nitrobenzonitrile (9.03 g, 0.049 mol) and ethanol (10-15 mL) was stirred at ambient temperature while concentrated ammonium hydroxide (40 mL) was slowly added to give a precipitate. The precipitate was isolated by filtration and lyophilized to give 4-amino-2-fluoro-5-nitrobenzonitrile (7.84 g, 0.043 mol) as an off-white solid; PB-CI/MS: 182=(MH+); 1H-NMR (300 Mhz, DMSO-d6): 6.856(d, 1H), 8.22(bs, 2H), 8.577(d, 1H). A mixture of 4-amino-2-fluoro-5-nitrobenzonit...